Dataset: the Open Reaction Database (ORD), a public repository of structured organic reaction records. Task: describe an organic reaction: reactants, conditions, products, and yield Reactants: O=C([O-])[O-], CC1CN(c2ccc(-c3ccc(OS(=O)(=O)C(F)(F)F)cc3)cc2)CC(C)O1, [Cs+], [Cs+], CCOC(=O)c1ccc(N2CCNCC2)cc1, CC(=O)[O-], CC(=O)[O-], C1COCCO1, O, [Pd+2], c1ccc(P(c2ccccc2)c2ccc3ccccc3c2-c2c(P(c3ccccc3)c3ccccc3)ccc3ccccc23)cc1. Product: CCOC(=O)c1ccc(N2CCN(c3ccc(-c4ccc(N5CC(C)OC(C)C5)cc4)cc3)CC2)cc1. RXN SMILES: [C:1](=[O:2])([O-:3])[O-:4].[CH3:53][CH:54]1[O:55][CH:56]([CH3:80])[CH2:57][N:58]([c:60]2[cH:61][cH:62][c:63](-[c:66]3[cH:67][cH:68][c:69]([O:72][S:73]([C:74]([F:75])([F:76])[F:77])(=[O:78])=[O:79])[cH:70][cH:71]3)[cH:64][cH:65]2)[CH2:59]1.[Cs+:5].[Cs+:6].[N:81]1([c:87]2[cH:88][cH:89][c:90]([C:91](=[O:92])[O:93][CH2:94][CH3:95])[cH:96][cH:97]2)[CH2:82][CH2:83][NH:84][CH2:85][CH2:86]1.[O-:105][C:106]([CH3:107])=[O:108].[O-:109][C:110]([CH3:111])=[O:112].[O:98]1[CH2:99][CH2:100][O:101][CH2:102][CH2:103]1.[OH2:113].[Pd+2:104].[c:7]1([P:8]([c:9]2[cH:10][cH:11][cH:12][cH:13][cH:14]2)[c:15]2[cH:16][cH:17][c:18]3[c:19]([cH:20][cH:21][cH:22][cH:23]3)[c:24]2-[c:25]2[c:26]3[c:27]([cH:28][cH:29][cH:30][cH:31]3)[cH:32][cH:33][c:34]2[P:35]([c:36]2[cH:37][cH:38][cH:39][cH:40][cH:41]2)[c:42]2[cH:43][cH:44][cH:45][cH:46][cH:47]2)[cH:48][cH:49][cH:50][cH:51][cH:52]1>>[CH3:53][CH:54]1[O:55][CH:56]([CH3:80])[CH2:57][N:58]([c:60]2[cH:61][cH:62][c:63](-[c:66]3[cH:67][cH:68][c:69]([N:84]4[CH2:83][CH2:82][N:81]([c:87]5[cH:88][cH:89][c:90]([C:91](=[O:92])[O:93][CH2:94][CH3:95])[cH:96][cH:97]5)[CH2:86][CH2:85]4)[cH:70][cH:71]3)[cH:64][cH:65]2)[CH2:59]1.